From a dataset of the Open Reaction Database (ORD), a public repository of structured organic reaction records. describe an organic reaction: reactants, conditions, products, and yield Starting materials: C(C1=CC=CC=C1)OC1=C2C=CN(C2=CC=C1C(CCC)O)C (1-(4-(benzyloxy)-1-methyl-1H-indol-5-yl)butan-1-ol), C[N+]1(CCOCC1)[O-] (NMO). Reagents/catalysts: CCC[N+](CCC)(CCC)CCC.[O-][Ru](=O)(=O)=O (TPAP). Solvent: C(Cl)Cl (DCM). Run at temperature 0 celsius, time 15 minute. The product is C(C1=CC=CC=C1)OC1=C2C=CN(C2=CC=C1C(CCC)=O)C (1-(4-(Benzyloxy)-1-methyl-1H-indol-5-yl)butan-1-one), solid. Isolated yield 92.0%. Reaction SMILES: [CH2:1]([O:8][C:9]1[C:17]([CH:18]([OH:22])[CH2:19][CH2:20][CH3:21])=[CH:16][CH:15]=[C:14]2[C:10]=1[CH:11]=[CH:12][N:13]2[CH3:23])[C:2]1[CH:7]=[CH:6][CH:5]=[CH:4][CH:3]=1.C[N+]1([O-])CCOCC1>C(Cl)Cl.CCC[N+](CCC)(CCC)CCC.[O-][Ru](=O)(=O)=O>[CH2:1]([O:8][C:9]1[C:17]([C:18](=[O:22])[CH2:19][CH2:20][CH3:21])=[CH:16][CH:15]=[C:14]2[C:10]=1[CH:11]=[CH:12][N:13]2[CH3:23])[C:2]1[CH:3]=[CH:4][CH:5]=[CH:6][CH:7]=1 |f:3.4|. Procedure: To activated 4 Å molecular sieves (4.3 g, 250 mg/mmol) was added a solution of 1-(4-(benzyloxy)-1-methyl-1H-indol-5-yl)butan-1-ol obtained above (ca. 17.22 mmol) in DCM (90 mL). The mixture was cooled to 0° C. before NMO (3.00 g, 25.61 mmol) and TPAP (300 mg, 0.85 mmol, 5 mol %) were added subsequently. The reaction was stirred at 0° C. for 15 min and then allowed to warm to room temperature. After 2 h complete conversion of staring material was observed. Molecular sieves were filtered off and w... Reactants: CC(CCN1N2C(C(=C(C1=O)C1=NS(C3=C(N1)C=CC(=C3)I)(=O)=O)O)=CC=C2)(C)C (1-(3,3-Dimethyl-butyl)-4-hydroxy-3-(7-iodo-1,1-dioxo-1,4-dihydro-1λ6-benzo[1,2,4]thiadiazin-3-yl)-pyrrolo[1,2-b]pyridazin-2-one), CNS(=O)(=O)C (N-methyl-methanesulfonamide), [O-]P([O-])(=O)OP(=O)([O-])OP(=O)([O-])[O-].[K+].[K+].[K+].[K+].[K+] (potassium triphosphate), N(C)CC(=O)O (sarcosine). The reagents and catalysts are [Cu]I (copper (I) iodide), [Cu]I (copper (I) iodide). The solvent is C(C)(=O)OCC (ethyl acetate), CN(C=O)C (N,N-dimethylformamide). Yields the product CC(CCN1N2C(C(=C(C1=O)C1=NS(C3=C(N1)C=CC(=C3)N(S(=O)(=O)C)C)(=O)=O)O)=CC=C2)(C)C (N-{3-[1-(3,3-dimethyl-butyl)-4-hydroxy-2-oxo-1,2-dihydro-pyrrolo[1,2-b]pyridazin-3-yl]-1,1-dioxo-1,4-dihydro-1λ6-benzo[1,2,4]thiadiazin-7-yl}-N-methyl-methanesulfonamide). The yield is 33.0%. RXN SMILES: [CH3:1][C:2]([CH3:30])([CH3:29])[CH2:3][CH2:4][N:5]1[C:10](=[O:11])[C:9]([C:12]2[NH:17][C:16]3[CH:18]=[CH:19][C:20](I)=[CH:21][C:15]=3[S:14](=[O:24])(=[O:23])[N:13]=2)=[C:8]([OH:25])[C:7]2=[CH:26][CH:27]=[CH:28][N:6]12.[O-]P(OP(OP([O-])([O-])=O)([O-])=O)(=O)[O-].[K+].[K+].[K+].[K+].[K+].N(CC(O)=O)C.[CH3:55][NH:56][S:57]([CH3:60])(=[O:59])=[O:58]>C(OCC)(=O)C.[Cu]I.CN(C)C=O>[CH3:1][C:2]([CH3:30])([CH3:29])[CH2:3][CH2:4][N:5]1[C:10](=[O:11])[C:9]([C:12]2[NH:17][C:16]3[CH:18]=[CH:19][C:20]([N:56]([CH3:55])[S:57]([CH3:60])(=[O:59])=[O:58])=[CH:21][C:15]=3[S:14](=[O:24])(=[O:23])[N:13]=2)=[C:8]([OH:25])[C:7]2=[CH:26][CH:27]=[CH:28][N:6]12 |f:1.2.3.4.5.6|. Procedure: 1-(3,3-Dimethyl-butyl)-4-hydroxy-3-(7-iodo-1,1-dioxo-1,4-dihydro-1λ6-benzo[1,2,4]thiadiazin-3-yl)-pyrrolo[1,2-b]pyridazin-2-one (Example 4d, 0.257 g, 0.476 mmol), potassium triphosphate (0.505 g, 2.38 mmol), sarcosine (0.025 g, 0.285 mmol), and copper (I) iodide (0.022 g, 0.119 mmol) were combined. Anhydrous N,N-dimethylformamide (9.5 mL) was added followed by N-methyl-methanesulfonamide (0.519 g, 4.76 mmol). The solution was degassed while stirring under vacuum and the flask purged with nitroge...